describe an organic reaction: reactants, conditions, products, and yield From a dataset of the Open Reaction Database (ORD), a public repository of structured organic reaction records. Reactants: CC1=NC(=NC(=N1)NC)NC1CC(CCC1)C(=O)O (3-{[4-methyl-6-(methylamino)-1,3,5-triazin-2-yl]amino}cyclohexanecarboxylic acid), ClC1=C(C=CC(=C1)Cl)CN ([(2,4-dichlorophenyl)methyl]amine), CCN=C=NCCCN(C)C.Cl (EDCl). Reagents/catalysts: CN(C)C=1C=CN=CC1 (DMAP). Run at time 4 hour. Product: ClC1=C(C=CC(=C1)Cl)CNC(=O)[C@@H]1C[C@@H](CCC1)NC1=NC(=NC(=N1)C)NC (cis-N-[(2,4-dichlorophenyl)methyl]-3-{[4-methyl-6-(methylamino)-1,3,5-triazin-2-yl]amino}cyclohexanecarboxamide). The yield is 34.5%. As a reaction SMILES: [CH3:1][C:2]1[N:7]=[C:6]([NH:8][CH3:9])[N:5]=[C:4]([NH:10][CH:11]2[CH2:16][CH2:15][CH2:14][CH:13]([C:17]([OH:19])=O)[CH2:12]2)[N:3]=1.[Cl:20][C:21]1[CH:26]=[C:25]([Cl:27])[CH:24]=[CH:23][C:22]=1[CH2:28][NH2:29].CCN=C=NCCCN(C)C.Cl>CN(C1C=CN=CC=1)C>[Cl:20][C:21]1[CH:26]=[C:25]([Cl:27])[CH:24]=[CH:23][C:22]=1[CH2:28][NH:29][C:17]([C@H:13]1[CH2:14][CH2:15][CH2:16][C@@H:11]([NH:10][C:4]2[N:3]=[C:2]([CH3:1])[N:7]=[C:6]([NH:8][CH3:9])[N:5]=2)[CH2:12]1)=[O:19] |f:2.3|. Procedure: To a solution of 3-{[4-methyl-6-(methylamino)-1,3,5-triazin-2-yl]amino}cyclohexanecarboxylic acid (100 mg, 0.377 mmol) was added [(2,4-dichlorophenyl)methyl]amine (82 mg, 0.47 mmol), DMAP (10 mg, 0.08 mmol) and EDCl (108 mg, 0.56 mmol). The mixture was stirred at room temperature for 4 h. The mixture was filtered and the filtrate concentrated. The crude product was purified by HPLC to provide 55 mg (0.13 mmol, 35% yield) of the desired material as a single major racemic diastereomer. MS (ES+): m... The reactants are CC(C)(C)OC(=O)NC1CCNC1, C1CCOC1, O=C1CN(c2cccc(Oc3ccccc3)c2)CC(=O)O1. Product: CC(C)(C)OC(=O)NC1CCN(C(=O)CN(CC(=O)O)c2cccc(Oc3ccccc3)c2)C1. Reaction SMILES: [C:22]([CH3:23])([CH3:24])([CH3:25])[O:26][C:27](=[O:28])[NH:29][CH:30]1[CH2:31][NH:32][CH2:33][CH2:34]1.[CH2:35]1[O:36][CH2:37][CH2:38][CH2:39]1.[O:1]([c:2]1[cH:3][cH:4][cH:5][cH:6][cH:7]1)[c:8]1[cH:9][c:10]([N:14]2[CH2:15][C:16](=[O:21])[O:17][C:18](=[O:20])[CH2:19]2)[cH:11][cH:12][cH:13]1>>[O:1]([c:2]1[cH:3][cH:4][cH:5][cH:6][cH:7]1)[c:8]1[cH:9][c:10]([N:14]([CH2:15][C:16]([OH:17])=[O:21])[CH2:19][C:18](=[O:20])[N:32]2[CH2:31][CH:30]([NH:29][C:27]([O:26][C:22]([CH3:23])([CH3:24])[CH3:25])=[O:28])[CH2:34][CH2:33]2)[cH:11][cH:12][cH:13]1. Reactants: CS(C)=O, CC(=O)c1csc(-c2ccc(Cl)c(Cl)c2)c1O, NNC(=O)c1ccc(C(=O)NN2CCCCC2)s1, O. The product is CC(=NNC(=O)c1ccc(C(=O)NN2CCCCC2)s1)c1csc(-c2ccc(Cl)c(Cl)c2)c1O. RXN SMILES: [CH3:37][S:38](=[O:39])[CH3:40].[Cl:1][c:2]1[cH:3][c:4](-[c:9]2[s:10][cH:11][c:12]([C:15](=[O:16])[CH3:17])[c:13]2[OH:14])[cH:5][cH:6][c:7]1[Cl:8].[N:18]1([NH:24][C:25](=[O:26])[c:27]2[s:28][c:29]([C:32](=[O:33])[NH:34][NH2:35])[cH:30][cH:31]2)[CH2:19][CH2:20][CH2:21][CH2:22][CH2:23]1.[OH2:36]>>[Cl:1][c:2]1[cH:3][c:4](-[c:9]2[s:10][cH:11][c:12]([C:15]([CH3:17])=[N:35][NH:34][C:32]([c:29]3[s:28][c:27]([C:25]([NH:24][N:18]4[CH2:19][CH2:20][CH2:21][CH2:22][CH2:23]4)=[O:26])[cH:31][cH:30]3)=[O:33])[c:13]2[OH:14])[cH:5][cH:6][c:7]1[Cl:8]. The reactants are OC=1C=C2C(=C(C(=NC2=CC1)CC(C)C)CNC(OC(C)(C)C)=O)C1=CC=C(C=C1)C (tert-butyl {[6-hydroxy-2-isobutyl-4-(4-methylphenyl)quinolin-3-yl]methyl}carbamate), BrCC#N (bromoacetonitrile), C([O-])([O-])=O.[K+].[K+] (potassium carbonate), CN(C=O)C (N,N-dimethylformamide). Solvent: O (Water). Run at time 12 hour. The product is C(#N)COC=1C=C2C(=C(C(=NC2=CC1)CC(C)C)CNC(OC(C)(C)C)=O)C1=CC=C(C=C1)C (tert-butyl {[6-(cyanomethoxy)-2-isobutyl-4-(4-methylphenyl)quinolin-3-yl]methyl}carbamate). Isolated yield 51.6%. RXN SMILES: [OH:1][C:2]1[CH:3]=[C:4]2[C:9](=[CH:10][CH:11]=1)[N:8]=[C:7]([CH2:12][CH:13]([CH3:15])[CH3:14])[C:6]([CH2:16][NH:17][C:18](=[O:24])[O:19][C:20]([CH3:23])([CH3:22])[CH3:21])=[C:5]2[C:25]1[CH:30]=[CH:29][C:28]([CH3:31])=[CH:27][CH:26]=1.Br[CH2:33][C:34]#[N:35].C(=O)([O-])[O-].[K+].[K+].CN(C)C=O>O>[C:34]([CH2:33][O:1][C:2]1[CH:3]=[C:4]2[C:9](=[CH:10][CH:11]=1)[N:8]=[C:7]([CH2:12][CH:13]([CH3:15])[CH3:14])[C:6]([CH2:16][NH:17][C:18](=[O:24])[O:19][C:20]([CH3:23])([CH3:21])[CH3:22])=[C:5]2[C:25]1[CH:26]=[CH:27][C:28]([CH3:31])=[CH:29][CH:30]=1)#[N:35] |f:2.3.4|. Procedure details: A mixture of tert-butyl {[6-hydroxy-2-isobutyl-4-(4-methylphenyl)quinolin-3-yl]methyl}carbamate (2.5 g, 5.9 mmol), bromoacetonitrile (0.5 ml, 7.2 mmol), potassium carbonate (1.0 g, 7.2 mmol) and N,N-dimethylformamide (10 ml) was stirred at room temperature for 12 hrs. Water was added to the reaction mixture and the mixture was extracted with ethyl acetate. The extract was washed with saturated brine, dried over anhydrous magnesium sulfate and concentrated under reduced pressure. The residue was ... Reactants: COC1=CC=C(C=C1)N1CCN(CC1)C1=C(C2=C(C(C(O2)(C)C)(O)C2=CC=C(C=C2)C)C(=C1C)C)C (6-(4-(4-methoxyphenyl)piperazin-1-yl)-2,2,4,5,7-pentamethyl-3-(4-methylphenyl)-2,3-dihydro-1-benzofuran-3-ol). The solvent is C(C)O (ethanol). Yields the product COC1=CC=C(C=C1)N1CCN(CC1)C1=C(C2=C(C(C(O2)(C)C)C2=CC=C(C=C2)C)C(=C1C)C)C (4-(4-methoxyphenyl)-1-(2,2,4,5,7-pentamethyl-3-(4-methylphenyl)-2,3-dihydro-1-benzofuran-6-yl)piperazine). Yield: 85.0%. RXN SMILES: [CH3:1][O:2][C:3]1[CH:8]=[CH:7][C:6]([N:9]2[CH2:14][CH2:13][N:12]([C:15]3[C:33]([CH3:34])=[C:32]([CH3:35])[C:18]4[C:19]([C:25]5[CH:30]=[CH:29][C:28]([CH3:31])=[CH:27][CH:26]=5)(O)[C:20]([CH3:23])([CH3:22])[O:21][C:17]=4[C:16]=3[CH3:36])[CH2:11][CH2:10]2)=[CH:5][CH:4]=1>C(O)C>[CH3:1][O:2][C:3]1[CH:8]=[CH:7][C:6]([N:9]2[CH2:14][CH2:13][N:12]([C:15]3[C:33]([CH3:34])=[C:32]([CH3:35])[C:18]4[CH:19]([C:25]5[CH:26]=[CH:27][C:28]([CH3:31])=[CH:29][CH:30]=5)[C:20]([CH3:23])([CH3:22])[O:21][C:17]=4[C:16]=3[CH3:36])[CH2:11][CH2:10]2)=[CH:5][CH:4]=1. Procedure details: Using 6-(4-(4-methoxyphenyl)piperazin-1-yl)-2,2,4,5,7-pentamethyl-3-(4-methylphenyl)-2,3-dihydro-1-benzofuran-3-ol obtained in Example 140, the title compound was synthesized in the same manner as in Example 46. Yield 85% mp. 160–162° C. (ethanol). Starting materials: C(C)OCC (diethylether), N1(CCOCC1)C1=NC(=CC=C1C=O)C(F)(F)F (2-morpholin-4-yl-6-(trifluoromethyl)pyridine-3-carbaldehyde), C[Mg]Cl (methylmagnesiumchloride). The solvent is C1CCOC1 (THF). Run at time 0.5 hour. The product is N1(CCOCC1)C1=NC(=CC=C1C(C)O)C(F)(F)F (1-[2-Morpholin-4-yl-6-(trifluoromethyl)Pyridin-3-yl]ethanol). Reaction SMILES: [CH2:1](OCC)C.[N:6]1([C:12]2[C:17]([CH:18]=[O:19])=[CH:16][CH:15]=[C:14]([C:20]([F:23])([F:22])[F:21])[N:13]=2)[CH2:11][CH2:10][O:9][CH2:8][CH2:7]1.C[Mg]Cl>C1COCC1>[N:6]1([C:12]2[C:17]([CH:18]([OH:19])[CH3:1])=[CH:16][CH:15]=[C:14]([C:20]([F:23])([F:21])[F:22])[N:13]=2)[CH2:11][CH2:10][O:9][CH2:8][CH2:7]1. Reported procedure: To a diethylether (7.0 ml) solution of 2-morpholin-4-yl-6-(trifluoromethyl)pyridine-3-carbaldehyde (Journal of Medicinal Chemistry, 2005, 48, p 71-90, 0.88 g, 3.4 mmol) was added THF solution of methylmagnesiumchloride (3.0M, 1.36 ml) at 0° C. and the mixture was stirred for 0.5 h. The same procedure as described in Example 9C was performed to give the title compound as a colorless oil (quant. 0.9 g). Reactants: ClC=1C=CC(=C(C1)C1=CC(N(C=C1OC)C(C(=O)NC=1C=C2C=C(NC2=CC1)C(=O)OCC)CC)=O)C#N (ethyl 5-({2-[4-(5-chloro-2-cyanophenyl)-5-methoxy-2-oxopyridin-1(2H)-yl]butanoyl}amino)-1H-indole-2-carboxylate), [OH-].[Li+] (lithium hydroxide). Product: ClC=1C=CC(=C(C1)C1=CC(N(C=C1OC)C(C(=O)NC=1C=C2C=C(NC2=CC1)C(=O)O)CC)=O)C#N (5-({2-[4-(5-Chloro-2-cyanophenyl)-5-methoxy-2-oxopyridin-1(2H)-yl]butanoyl}amino)-1H-indole-2-carboxylic acid). Reaction SMILES: [Cl:1][C:2]1[CH:3]=[CH:4][C:5]([C:37]#[N:38])=[C:6]([C:8]2[C:13]([O:14][CH3:15])=[CH:12][N:11]([CH:16]([CH2:34][CH3:35])[C:17]([NH:19][C:20]3[CH:21]=[C:22]4[C:26](=[CH:27][CH:28]=3)[NH:25][C:24]([C:29]([O:31]CC)=[O:30])=[CH:23]4)=[O:18])[C:10](=[O:36])[CH:9]=2)[CH:7]=1.[OH-].[Li+]>>[Cl:1][C:2]1[CH:3]=[CH:4][C:5]([C:37]#[N:38])=[C:6]([C:8]2[C:13]([O:14][CH3:15])=[CH:12][N:11]([CH:16]([CH2:34][CH3:35])[C:17]([NH:19][C:20]3[CH:21]=[C:22]4[C:26](=[CH:27][CH:28]=3)[NH:25][C:24]([C:29]([OH:31])=[O:30])=[CH:23]4)=[O:18])[C:10](=[O:36])[CH:9]=2)[CH:7]=1 |f:1.2|. Procedure details: 94 mg (0.18 mmol) of ethyl 5-({2-[4-(5-chloro-2-cyanophenyl)-5-methoxy-2-oxopyridin-1(2H)-yl]butanoyl}amino)-1H-indole-2-carboxylate (racemate) were hydrolysed with lithium hydroxide according to General Method 3. Yield: 39 mg (43% of theory) RXN SMILES: [C:1]1([CH:9]=[C:7]([OH:8])[CH:6]=[C:4]([OH:5])[CH:3]=1)[OH:2].[CH2:10](Cl)[CH:11]=[C:12]([CH3:14])[CH3:13]>>[CH2:10]([C:3]1[C:4]([OH:5])=[CH:6][C:7]([OH:8])=[CH:9][C:1]=1[OH:2])[CH:11]=[C:12]([CH3:14])[CH3:13]. The reactants are C1(O)=CC(O)=CC(O)=C1 (Phloroglucinol), C(C=C(C)C)Cl (prenylchloride). Procedure details: Phloroglucinol was treated with prenylchloride using the same procedure as described in Example 2 to yield prenylphloroglucinol. Prenylphloroglucinol was treated with butyrylchloride, according to the same procedure as described for the preparation of 2,4-dibutyrylphloroglucinol in Example 34 (Method 2) to yield 5,7-dihydroxy-6,8-dibutyryl-2,2-dimethylchroman (36) after chromatography with silica gel (petroleum ether, ethyl acetate, 4:1). Yields the product C(C=C(C)C)C1=C(O)C=C(C=C1O)O (prenylphloroglucinol). The reactants are C(C)OC(CC1=CC=C(C=C1)N1N=CC(=C1)F)=O (4-(4-fluoropyrazol-1-yl)phenylacetic acid ethyl ester), solution, [OH-].[Na+] (sodium hydroxide). Product: FC=1C=NN(C1)C1=CC=C(C=C1)CC(=O)O (4-(4-fluoropyrazol-1-yl)phenylacetic acid). Isolated yield 94.9%. As a reaction SMILES: C([O:3][C:4](=[O:18])[CH2:5][C:6]1[CH:11]=[CH:10][C:9]([N:12]2[CH:16]=[C:15]([F:17])[CH:14]=[N:13]2)=[CH:8][CH:7]=1)C.[OH-].[Na+]>>[F:17][C:15]1[CH:14]=[N:13][N:12]([C:9]2[CH:8]=[CH:7][C:6]([CH2:5][C:4]([OH:18])=[O:3])=[CH:11][CH:10]=2)[CH:16]=1 |f:1.2|. Procedure details: 4.4 g (17.7 mmoles) of 4-(4-fluoropyrazol-1-yl)phenylacetic acid ethyl ester in 60 ml of 1 N solution of sodium hydroxide are heated to 100° C. for 2 hours. After cooling and extraction with benzene, clarification (effected with activated charcoal) is followed by acidification with concentrated hydrochloric acid to produce 3.7 g (95% of theory) of 4-(4-fluoropyrazol-1-yl)phenylacetic acid, m.p. 165° to 167° C. (from acetonitrile).